From a dataset of the Open Reaction Database (ORD), a public repository of structured organic reaction records. describe an organic reaction: reactants, conditions, products, and yield Starting materials: CI (methyl iodide), C([O-])([O-])=O.[K+].[K+] (potassium carbonate), COC=1C(=CC=2C3=C(C=NC2C1)NN=C3C3=CC(=C(C#N)C=C3)CO)OC (4-(7,8-Dimethoxy-3H-pyrazolo[3,4-c]quinolin-1-yl)-2-hydroxymethylbenzonitrile). The solvent is CN(C=O)C (N,N-dimethylformamide). Conditions: time 1 hour. The product is COC=1C(=CC=2C3=C(C=NC2C1)N(N=C3C3=CC(=C(C#N)C=C3)CO)C)OC (4-(7,8-dimethoxy-3-methyl-3H-pyrazolo[3,4-c]quinolin-1-yl)-2-hydroxymethylbenzonitrile). Yield: 50.9%. Reaction SMILES: [CH3:1][O:2][C:3]1[C:4]([O:26][CH3:27])=[CH:5][C:6]2[C:7]3[C:15]([C:16]4[CH:23]=[CH:22][C:19]([C:20]#[N:21])=[C:18]([CH2:24][OH:25])[CH:17]=4)=[N:14][NH:13][C:8]=3[CH:9]=[N:10][C:11]=2[CH:12]=1.CI.[C:30](=O)([O-])[O-].[K+].[K+]>CN(C)C=O>[CH3:1][O:2][C:3]1[C:4]([O:26][CH3:27])=[CH:5][C:6]2[C:7]3[C:15]([C:16]4[CH:23]=[CH:22][C:19]([C:20]#[N:21])=[C:18]([CH2:24][OH:25])[CH:17]=4)=[N:14][N:13]([CH3:30])[C:8]=3[CH:9]=[N:10][C:11]=2[CH:12]=1 |f:2.3.4|. Procedure details: 4-(7,8-Dimethoxy-3H-pyrazolo[3,4-c]quinolin-1-yl)-2-hydroxymethylbenzonitrile (78 mg, 216 μmol) is dissolved in N,N-dimethylformamide (1.0 ml) under argon, and methyl iodide (34 μl, 541 μmol) and potassium carbonate (60 mg, 433 μmol) are subsequently added. The suspension is stirred at room temperature for 1 h. For purification, the mixture is extracted with ethyl acetate and semi-saturated sodium chloride solution. The organic phase is dried over Na2SO4, filtered with suction and evaporated to ...